Dataset: the Open Reaction Database (ORD), a public repository of structured organic reaction records. Task: describe an organic reaction: reactants, conditions, products, and yield As a reaction SMILES: Cl.[CH2:2]([C:8]([NH2:10])=[NH:9])[CH2:3][CH2:4][CH2:5][CH2:6]C.CC[O:13][CH:14]=[C:15]([C:21](OCC)=O)[C:16]([O:18][CH2:19][CH3:20])=[O:17].[O-]CC.[Na+].[Na]>C(O)C>[CH2:2]([C:8]1[N:9]=[C:14]([OH:13])[C:15]([C:16]([O:18][CH2:19][CH3:20])=[O:17])=[CH:21][N:10]=1)[CH2:3][CH2:4][CH2:5][CH3:6] |f:0.1,3.4,^1:29|. The product is C(CCCC)C1=NC=C(C(=N1)O)C(=O)OCC (Ethyl 2-n-Pentyl-4-hydroxy-pyrimidine-5-carboxylate). The solvent is C(C)O (ethanol), C(C)O (ethanol). The reactants are [Na] (sodium), Cl.C(CCCCC)C(=N)N (Hexanecarboxamidine hydrochloride), CCOC=C(C(=O)OCC)C(=O)OCC (diethyl ethoxymethylene malonate), [O-]CC.[Na+] (sodium ethoxide). Isolated yield 57.8%. Procedure: Hexanecarboxamidine hydrochloride (22.36 g, 0.148 mol) and diethyl ethoxymethylene malonate (31.08 g, 0.143 mol) were dissolved in ethanol (70 mL) in an ice bath. A solution of sodium ethoxide, prepared from dissolving sodium (6.65 g, 0.289 mol) in ethanol (120 mL), was added slowly. The resulting solution was heated at reflux for 2 hours and then concentrated in vacuo. Ether and water (50 mL) were added and the resulting sodium salt was removed by filtration and washed with ether. It was suspen...